Dataset: the Open Reaction Database (ORD), a public repository of structured organic reaction records. Task: describe an organic reaction: reactants, conditions, products, and yield Starting materials: CC=1C=CC(=CC1)C(=O)O (p-toluic acid), [Cl-].[Al+3].[Cl-].[Cl-] (aluminum chloride), ice water, ClCl (chlorine). Run in C(Cl)Cl (methylene chloride). Run at time 4 hour. The product is ClC=1C=C(C(=O)O)C=C(C1C)Cl (3,5-dichloro-4-methylbenzoic acid), product. Yield: 81.0%. Reaction SMILES: [CH3:1][C:2]1[CH:3]=[CH:4][C:5]([C:8]([OH:10])=[O:9])=[CH:6][CH:7]=1.[Cl-:11].[Al+3].[Cl-:13].[Cl-].ClCl>C(Cl)Cl>[Cl:11][C:3]1[CH:4]=[C:5]([CH:6]=[C:7]([Cl:13])[C:2]=1[CH3:1])[C:8]([OH:10])=[O:9] |f:1.2.3.4|. Procedure details: To a solution of p-toluic acid (95.0 g, 0.698 mole) in methylene chloride (1 liter), was added aluminum chloride (260.0 g, 1.948 mole) portionwise keeping the reaction temperature below 10° C. (ice-water bath). When the addition was completed (approx. 30 minutes) chlorine gas was bubbled in at such a rate as to keep the temperature below 10° C. The reaction was followed by gas-liquid chromatography. After about 4 hours, most of the starting material had been converted to the expected compound. T... The reactants are [Br-], O=C(O)CCCCC[P+](c1ccccc1)(c1ccccc1)c1ccccc1, CS(C)=O, CCCCCC, [H-], [Na+], O=C(c1ccccc1)c1ccccc1, C1CCOC1. Yields the product O=C(O)CCCCC=C(c1ccccc1)c1ccccc1. As a reaction SMILES: [Br-:7].[C:8](=[O:9])([OH:10])[CH2:11][CH2:12][CH2:13][CH2:14][CH2:15][P+:16]([c:17]1[cH:18][cH:19][cH:20][cH:21][cH:22]1)([c:23]1[cH:24][cH:25][cH:26][cH:27][cH:28]1)[c:29]1[cH:30][cH:31][cH:32][cH:33][cH:34]1.[CH3:3][S:4]([CH3:5])=[O:6].[CH3:49][CH2:50][CH2:51][CH2:52][CH2:53][CH3:54].[H-:1].[Na+:2].[O:35]=[C:36]([c:37]1[cH:38][cH:39][cH:40][cH:41][cH:42]1)[c:43]1[cH:44][cH:45][cH:46][cH:47][cH:48]1.[O:55]1[CH2:56][CH2:57][CH2:58][CH2:59]1>>[C:8](=[O:9])([OH:10])[CH2:11][CH2:12][CH2:13][CH2:14][CH:15]=[C:36]([c:37]1[cH:38][cH:39][cH:40][cH:41][cH:42]1)[c:43]1[cH:44][cH:45][cH:46][cH:47][cH:48]1. Reactants: BrCc1ccc2c(c1)OCO2, CC1(C)NN(C2C3CC4CC(C3)CC2C4)C1=O. Yields the product CC1(C)C(=O)N(C2C3CC4CC(C3)CC2C4)N1Cc1ccc2c(c1)OCO2. As a reaction SMILES: [CH2:18]1[O:19][c:20]2[cH:21][c:22]([CH2:23][Br:24])[cH:25][cH:26][c:27]2[O:28]1.[CH:1]12[CH:2]([N:11]3[NH:12][C:13]([CH3:16])([CH3:17])[C:14]3=[O:15])[CH:3]3[CH2:4][CH:5]([CH2:6][CH:7]([CH2:8]1)[CH2:9]3)[CH2:10]2>>[CH:1]12[CH:2]([N:11]3[N:12]([CH2:23][c:22]4[cH:21][c:20]5[c:27]([cH:26][cH:25]4)[O:28][CH2:18][O:19]5)[C:13]([CH3:16])([CH3:17])[C:14]3=[O:15])[CH:3]3[CH2:4][CH:5]([CH2:6][CH:7]([CH2:8]1)[CH2:9]3)[CH2:10]2.